Dataset: the Open Reaction Database (ORD), a public repository of structured organic reaction records. Task: describe an organic reaction: reactants, conditions, products, and yield Run at time 30 minute. The yield is 46.0%. Run in CO (methanol). Reported procedure: To a solution of (2R,3S,4S,5R,6S)-3,4,5-tribenzyloxy-6-[4-chloro-3-[[4-(trifluoromethoxy) phenyl]methyl]phenyl]-2-(hydroxymethyl)-6-methoxy-tetrahydropyran-2-carbaldehyde 15m (1.26 g, 1.59 mmol) in anhydrous methanol (30 mL) was added sodium borohydride (120 mg, 23.18 mmol) in portions at 0° C. The mixture was warmed up to room temperature and stirred for 30 min. The reaction mixture was quenched with water (5 mL) and extracted with ethyl acetate (20 mL×2). The combined organic layers were washe... RXN SMILES: [CH2:1]([O:8][C@H:9]1[C@H:14]([O:15][CH2:16][C:17]2[CH:22]=[CH:21][CH:20]=[CH:19][CH:18]=2)[C@@H:13]([O:23][CH2:24][C:25]2[CH:30]=[CH:29][CH:28]=[CH:27][CH:26]=2)[C@@:12]([C:33]2[CH:38]=[CH:37][C:36]([Cl:39])=[C:35]([CH2:40][C:41]3[CH:46]=[CH:45][C:44]([O:47][C:48]([F:51])([F:50])[F:49])=[CH:43][CH:42]=3)[CH:34]=2)([O:31][CH3:32])[O:11][C@@:10]1([CH2:54][OH:55])[CH:52]=[O:53])[C:2]1[CH:7]=[CH:6][CH:5]=[CH:4][CH:3]=1.[BH4-].[Na+]>CO>[CH2:1]([O:8][C@H:9]1[C@H:14]([O:15][CH2:16][C:17]2[CH:18]=[CH:19][CH:20]=[CH:21][CH:22]=2)[C@@H:13]([O:23][CH2:24][C:25]2[CH:26]=[CH:27][CH:28]=[CH:29][CH:30]=2)[C@@:12]([C:33]2[CH:38]=[CH:37][C:36]([Cl:39])=[C:35]([CH2:40][C:41]3[CH:42]=[CH:43][C:44]([O:47][C:48]([F:51])([F:50])[F:49])=[CH:45][CH:46]=3)[CH:34]=2)([O:31][CH3:32])[O:11][C:10]1([CH2:54][OH:55])[CH2:52][OH:53])[C:2]1[CH:3]=[CH:4][CH:5]=[CH:6][CH:7]=1 |f:1.2|. The reactants are C(C1=CC=CC=C1)O[C@@H]1[C@@](O[C@@]([C@@H]([C@H]1OCC1=CC=CC=C1)OCC1=CC=CC=C1)(OC)C1=CC(=C(C=C1)Cl)CC1=CC=C(C=C1)OC(F)(F)F)(C=O)CO ((2R,3S,4S,5R,6S)-3,4,5-tribenzyloxy-6-[4-chloro-3-[[4-(trifluoromethoxy) phenyl]methyl]phenyl]-2-(hydroxymethyl)-6-methoxy-tetrahydropyran-2-carbaldehyde), [BH4-].[Na+] (sodium borohydride). The product is C(C1=CC=CC=C1)O[C@@H]1C(O[C@@]([C@@H]([C@H]1OCC1=CC=CC=C1)OCC1=CC=CC=C1)(OC)C1=CC(=C(C=C1)Cl)CC1=CC=C(C=C1)OC(F)(F)F)(CO)CO ([(3S,4S,5R,6S)-3,4,5-tribenzyloxy-6-[4-chloro-3-[[4-(trifluoromethoxy)phenyl]methyl]phenyl]-2-(hydroxymethyl)-6-methoxy-tetrahydropyran-2-yl]methanol). Reactants: C(C)(C)(C)OC(=O)N[C@H](C[C@@H]([C@H](CC1=CC=CC=C1)NC(=O)OCC1C2=CC=CC=C2C=2C=CC=CC12)O)CC1=CC=CC=C1 ((2S,3S,5S)-5-[N-(tert-butyloxy carbonyl)amino]-2-[N-((9-fluorenylmethoxy)carbonyl)amino]-1,6-diphenyl-3-hydroxy hexane), FC(C(=O)O)(F)F (trifluoroacetic acid). Run at time 10 minute. Yields the product OC(=O)C(F)(F)F.N[C@H](C[C@@H]([C@H](CC1=CC=CC=C1)NC(=O)OCC1C2=CC=CC=C2C=2C=CC=CC12)O)CC1=CC=CC=C1 ((2S,3S,5S)-5-amino-2-[N-((9-fluorenylmethoxy)carbonyl)amino]-1,6-diphenyl-3-hydroxy hexane TFA salt). RXN SMILES: C(OC([NH:8][C@@H:9]([CH2:39][C:40]1[CH:45]=[CH:44][CH:43]=[CH:42][CH:41]=1)[CH2:10][C@H:11]([OH:38])[C@@H:12]([NH:20][C:21]([O:23][CH2:24][CH:25]1[C:37]2[CH:36]=[CH:35][CH:34]=[CH:33][C:32]=2[C:31]2[C:26]1=[CH:27][CH:28]=[CH:29][CH:30]=2)=[O:22])[CH2:13][C:14]1[CH:19]=[CH:18][CH:17]=[CH:16][CH:15]=1)=O)(C)(C)C.[F:46][C:47]([F:52])([F:51])[C:48]([OH:50])=[O:49]>>[OH:50][C:48]([C:47]([F:52])([F:51])[F:46])=[O:49].[NH2:8][C@@H:9]([CH2:39][C:40]1[CH:41]=[CH:42][CH:43]=[CH:44][CH:45]=1)[CH2:10][C@H:11]([OH:38])[C@@H:12]([NH:20][C:21]([O:23][CH2:24][CH:25]1[C:37]2[CH:36]=[CH:35][CH:34]=[CH:33][C:32]=2[C:31]2[C:26]1=[CH:27][CH:28]=[CH:29][CH:30]=2)=[O:22])[CH2:13][C:14]1[CH:15]=[CH:16][CH:17]=[CH:18][CH:19]=1 |f:2.3|. Reported procedure: Compound (2S,3S,5S)-5-amino-2-[N-((9-fluorenylmethoxy)carbonyl)amino]-1,6-diphenyl-3-hydroxy hexane TFA salt (LL-96) was prepared. Compound (2S,3S,5S)-5-[N-(tert-butyloxy carbonyl)amino]-2-[N-((9-fluorenylmethoxy)carbonyl)amino]-1,6-diphenyl-3-hydroxy hexane (LL-87, 787 mg, 1.3 mmol) was dissolved in trifluoroacetic acid (10 mL), and stirred at room temperature for 10 min. after which solvents were evaporated. The evaporation was repeated 3 times with ethyl ether (10 mL) and finally dried under ... Reactants: C(C)OC=1C=C(C=CC1C(F)(F)F)C(CC(C(F)(F)F)=O)=O (1-(3-ethoxy-4-trifluoromethyl-phenyl)-4,4,4-trifluoro-butane-1,3-dione), 3-ethoxy-4-trifluoromethyl-acetophenone, NC1=NNC=C1C1=CC(=NC=C1)C (3-amino-4-(2-methyl-4-pyridinyl)-pyrazole). The product is C(C)OC=1C=C(C=CC1C(F)(F)F)C1=NC=2N(C(=C1)C(F)(F)F)N=CC2C2=CC(=NC=C2)C (5-(3-Ethoxy-4-trifluoromethyl-phenyl)-3-(2-methyl-pyridin-4-yl)-7-trifluoromethyl-pyrazolo[1,5-a]pyrimidine). The yield is 48.5%. As a reaction SMILES: [CH2:1]([O:3][C:4]1[CH:5]=[C:6]([C:14](=O)[CH2:15][C:16](=O)[C:17]([F:20])([F:19])[F:18])[CH:7]=[CH:8][C:9]=1[C:10]([F:13])([F:12])[F:11])[CH3:2].[NH2:23][C:24]1[C:28]([C:29]2[CH:34]=[CH:33][N:32]=[C:31]([CH3:35])[CH:30]=2)=[CH:27][NH:26][N:25]=1>>[CH2:1]([O:3][C:4]1[CH:5]=[C:6]([C:14]2[CH:15]=[C:16]([C:17]([F:20])([F:19])[F:18])[N:25]3[N:26]=[CH:27][C:28]([C:29]4[CH:34]=[CH:33][N:32]=[C:31]([CH3:35])[CH:30]=4)=[C:24]3[N:23]=2)[CH:7]=[CH:8][C:9]=1[C:10]([F:13])([F:12])[F:11])[CH3:2]. Procedure details: Reaction of 1-(3-ethoxy-4-trifluoromethyl-phenyl)-4,4,4-trifluoro-butane-1,3-dione (164 mg, 0.5 mmol), prepared from 3-ethoxy-4-trifluoromethyl-acetophenone (synthesis: see part acetophenone derivatives) according to general procedure A, and 3-amino-4-(2-methyl-4-pyridinyl)-pyrazole [prepared from 4-cyanomethyl-2-methyl-pyridine, as described in Bioorg. Med. Chem. Lett. 12 (2002) 3537-3541] (87 mg, 0.5 mmol) according to general procedure B yielded the title compound as a yellow solid (113 mg, 4...